The task is: describe an organic reaction: reactants, conditions, products, and yield. This data is from the Open Reaction Database (ORD), a public repository of structured organic reaction records. Reactants: FC1=C(C=C2CCC(N(C2=C1)C)=O)C=1C=C(C=NC1)OCCNS(=O)(=O)CC (Ethanesulfonic acid {2-[5-(7-fluoro-1-methyl-2-oxo-1,2,3,4-tetrahydro-quinolin-6-yl)-pyridin-3-yloxy]-ethyl}-amide), [H-].[Na+] (sodium hydride), CI (methyl iodide). Yields the product FC1=C(C=C2CCC(N(C2=C1)C)=O)C=1C=C(C=NC1)OCCN(S(=O)(=O)CC)C (Ethanesulfonic acid {2-[5-(7-fluoro-1-methyl-2-oxo-1,2,3,4-tetrahydro-quinolin-6-yl)-pyridin-3-yloxy]-ethyl}-methyl-amide). As a reaction SMILES: [F:1][C:2]1[CH:11]=[C:10]2[C:5]([CH2:6][CH2:7][C:8](=[O:13])[N:9]2[CH3:12])=[CH:4][C:3]=1[C:14]1[CH:15]=[C:16]([O:20][CH2:21][CH2:22][NH:23][S:24]([CH2:27][CH3:28])(=[O:26])=[O:25])[CH:17]=[N:18][CH:19]=1.[H-].[Na+].[CH3:31]I>>[F:1][C:2]1[CH:11]=[C:10]2[C:5]([CH2:6][CH2:7][C:8](=[O:13])[N:9]2[CH3:12])=[CH:4][C:3]=1[C:14]1[CH:15]=[C:16]([O:20][CH2:21][CH2:22][N:23]([CH3:31])[S:24]([CH2:27][CH3:28])(=[O:26])=[O:25])[CH:17]=[N:18][CH:19]=1 |f:1.2|. Procedure: In analogy to the procedure described for the preparation of example 195, ethanesulfonic acid {2-[5-(7-fluoro-1-methyl-2-oxo-1,2,3,4-tetrahydro-quinolin-6-yl)-pyridin-3-yloxy]-ethyl}-amide (example 243) has been reacted with sodium hydride and methyl iodide to give the title compound as orange amorphous solid. MS: 422.4 (M+H+). Starting materials: CC(=O)O[BH-](OC(C)=O)OC(C)=O, CC(=O)O, CN(C)C1(c2ccccc2)CCC(=O)CC1, COC(=O)C(N)Cc1c[nH]c2ccccc12, ClCCCl, [Na+], [Na+], [Na+], O=S(=O)([O-])[O-]. Product: COC(=O)C(Cc1c[nH]c2ccccc12)NC1CCC(c2ccccc2)(N(C)C)CC1. RXN SMILES: [C:44]([O:45][BH-:46]([O:47][C:48](=[O:49])[CH3:50])[O:51][C:52](=[O:53])[CH3:54])(=[O:55])[CH3:56].[CH3:17][C:18](=[O:19])[OH:20].[CH3:1][N:2]([C:3]1([c:10]2[cH:11][cH:12][cH:13][cH:14][cH:15]2)[CH2:4][CH2:5][C:6](=[O:9])[CH2:7][CH2:8]1)[CH3:16].[CH3:28][O:29][C:30]([CH:31]([NH2:32])[CH2:33][c:34]1[cH:35][nH:36][c:37]2[cH:38][cH:39][cH:40][cH:41][c:42]12)=[O:43].[Cl:58][CH2:59][CH2:60][Cl:61].[Na+:21].[Na+:22].[Na+:57].[O-:23][S:24](=[O:25])(=[O:26])[O-:27]>>[CH3:1][N:2]([C:3]1([c:10]2[cH:11][cH:12][cH:13][cH:14][cH:15]2)[CH2:4][CH2:5][CH:6]([NH:32][CH:31]([C:30]([O:29][CH3:28])=[O:43])[CH2:33][c:34]2[cH:35][nH:36][c:37]3[cH:38][cH:39][cH:40][cH:41][c:42]23)[CH2:7][CH2:8]1)[CH3:16]. Reactants: CO, CCOC(=O)c1ccc2cc(-c3ccc(OCc4c(CS(=O)c5c(Cl)cccc5Cl)noc4C(C)C)cc3)ccc2n1, Cl, [Na+], C1CCOC1, [OH-]. Yields the product CC(C)c1onc(CS(=O)c2c(Cl)cccc2Cl)c1COc1ccc(-c2ccc3nc(C(=O)O)ccc3c2)cc1. RXN SMILES: [CH3:51][OH:52].[Cl:1][c:2]1[c:3]([S:9](=[O:10])[CH2:11][c:12]2[n:13][o:14][c:15]([CH:40]([CH3:41])[CH3:42])[c:16]2[CH2:17][O:18][c:19]2[cH:20][cH:21][c:22](-[c:25]3[cH:26][c:27]4[cH:28][cH:29][c:30]([C:35](=[O:36])[O:37][CH2:38][CH3:39])[n:31][c:32]4[cH:33][cH:34]3)[cH:23][cH:24]2)[c:4]([Cl:8])[cH:5][cH:6][cH:7]1.[ClH:50].[Na+:49].[O:43]1[CH2:44][CH2:45][CH2:46][CH2:47]1.[OH-:48]>>[Cl:1][c:2]1[c:3]([S:9](=[O:10])[CH2:11][c:12]2[n:13][o:14][c:15]([CH:40]([CH3:41])[CH3:42])[c:16]2[CH2:17][O:18][c:19]2[cH:20][cH:21][c:22](-[c:25]3[cH:26][c:27]4[cH:28][cH:29][c:30]([C:35](=[O:36])[OH:37])[n:31][c:32]4[cH:33][cH:34]3)[cH:23][cH:24]2)[c:4]([Cl:8])[cH:5][cH:6][cH:7]1. The reactants are ClC1=CC=C(CN)C=C1 (4-chloro-benzylamine), COC1=C2C=CNC2=NC=C1 (4-methoxy-7-azaindole), ClC1=C2C=CNC2=NC=C1 (4-chloro-7-azaindole). Product: COC1=C2C(=NC=C1)NC=C2CC=2C=CC(=NC2)NCC2=CC=C(C=C2)Cl ([5-(4-Methoxy-1H-pyrrolo[2,3-b]pyridin-3-ylmethyl)-pyridin-2-yl]-(4-chloro-benzyl)-amine). As a reaction SMILES: [Cl:1][C:2]1[CH:9]=[CH:8][C:5]([CH2:6][NH2:7])=[CH:4][CH:3]=1.[CH3:10][O:11][C:12]1[CH:20]=[CH:19][N:18]=[C:17]2[C:13]=1[CH:14]=[CH:15][NH:16]2.Cl[C:22]1[CH:30]=[CH:29][N:28]=[C:27]2[C:23]=1[CH:24]=CN2>>[CH3:10][O:11][C:12]1[CH:20]=[CH:19][N:18]=[C:17]2[NH:16][CH:15]=[C:14]([CH2:24][C:23]3[CH:22]=[CH:30][C:29]([NH:7][CH2:6][C:5]4[CH:8]=[CH:9][C:2]([Cl:1])=[CH:3][CH:4]=4)=[N:28][CH:27]=3)[C:13]=12. Reported procedure: was prepared following the protocol of Scheme 12, substituting 4-trifluoro-benzylamine with 4-chloro-benzylamine in Step 1 and 4-methoxy-7-azaindole with 4-chloro-7-azaindole (24, prepared as described in Example 11) in Step 4. MS (ESI) [M+H+]+=381.1 and 383.0. Reaction SMILES: C(OC(=O)[NH:7][CH2:8][CH2:9][C:10](=[O:31])[NH:11][C:12]1[CH:13]=[C:14]2[C:19](=[CH:20][CH:21]=1)[N:18]=[CH:17][N:16]=[C:15]2[NH:22][CH:23]([C:25]1[CH:30]=[CH:29][CH:28]=[CH:27][CH:26]=1)[CH3:24])(C)(C)C.FC(F)(F)C(O)=O>C(Cl)Cl.C(=O)(O)[O-].[Na+]>[NH2:7][CH2:8][CH2:9][C:10]([NH:11][C:12]1[CH:13]=[C:14]2[C:19](=[CH:20][CH:21]=1)[N:18]=[CH:17][N:16]=[C:15]2[NH:22][CH:23]([C:25]1[CH:26]=[CH:27][CH:28]=[CH:29][CH:30]=1)[CH3:24])=[O:31] |f:3.4|. Starting materials: C(C)(C)(C)OC(NCCC(NC=1C=C2C(=NC=NC2=CC1)NC(C)C1=CC=CC=C1)=O)=O (2-[4-(1-phenyl-ethylamino)-quinazolin-6-ylcarbamoyl]-ethyl-carbamic acid t-butylester), FC(C(=O)O)(F)F (trifluoroacetic acid). The product is NCCC(=O)NC=1C=C2C(=NC=NC2=CC1)NC(C)C1=CC=CC=C1 (3-amino-N-[4-(1-phenyl-ethylamino)-quinazolin-6-yl]-propionamide). Procedure: 250 mg of 2-[4-(1-phenyl-ethylamino)-quinazolin-6-ylcarbamoyl]-ethyl-carbamic acid t-butylester dissolved in 5 ml of methylene chloride was reacted with 5 ml of trifluoroacetic acid at room temperature for 4 hours. The residue obtained from distillation of the reacted solution under a reduced pressure was stirred in 50 ml of saturated aqueous sodium bicarbonate solution for 30 mins, filtered under a reduced pressure, and dried to obtain the title compound (90 mg, 52%). Isolated yield 46.7%. Solvent: C(Cl)Cl (methylene chloride), C([O-])(O)=O.[Na+] (sodium bicarbonate). The reactants are C(C(C)C)(=O)Cl (Isobutyryl chloride), NCCOC1=CC=2C3=C(C(=NC2C=C1)N)N=C(N3CCC)COCC (8-(2-aminoethoxy)-2-ethoxymethyl-1-propyl-1H-imidazo[4,5-c]quinolin-4-amine). Solvent: ClCCl (dichloromethane), ClCCl (dichloromethane). Run at time 16 hour. Product: Cl.NC1=NC=2C=CC(=CC2C2=C1N=C(N2CCC)COCC)OCCNC(C(C)C)=O (N-(2-{[4-amino-2-(ethoxymethyl)-1-propyl-1H-imidazo[4,5-c]quinolin-8-yl]oxy}ethyl)-2-methylpropanamide hydrochloride). The yield is 77.8%. RXN SMILES: [C:1]([Cl:6])(=[O:5])[CH:2]([CH3:4])[CH3:3].[NH2:7][CH2:8][CH2:9][O:10][C:11]1[CH:20]=[CH:19][C:18]2[N:17]=[C:16]([NH2:21])[C:15]3[N:22]=[C:23]([CH2:28][O:29][CH2:30][CH3:31])[N:24]([CH2:25][CH2:26][CH3:27])[C:14]=3[C:13]=2[CH:12]=1>ClCCl>[ClH:6].[NH2:21][C:16]1[C:15]2[N:22]=[C:23]([CH2:28][O:29][CH2:30][CH3:31])[N:24]([CH2:25][CH2:26][CH3:27])[C:14]=2[C:13]2[CH:12]=[C:11]([O:10][CH2:9][CH2:8][NH:7][C:1](=[O:5])[CH:2]([CH3:4])[CH3:3])[CH:20]=[CH:19][C:18]=2[N:17]=1 |f:3.4|. Procedure: Isobutyryl chloride (0.160 mL, 1.53 mmol) was added dropwise to a solution of 8-(2-aminoethoxy)-2-ethoxymethyl-1-propyl-1H-imidazo[4,5-c]quinolin-4-amine (0.500 g, 1.46 mmol) in dichloromethane (10 mL), and the reaction was stirred for 16 hours. A precipitate formed, and dichloromethane (10 mL) was added. The precipitate was isolated by filtration, washed with dichloromethane (20 mL) and diethyl ether (75 mL), and dried for one hour under reduced pressure to provide 0.511 g of N-(2-{[4-amino-2-(... Reaction conditions: time 8 hour. Reported procedure: Add 4N hydrogen chloride in dioxane (0.9 mL, 3.6 mmol) to a solution of N-(tert-butoxycarbonyl)-3-chloro-4-(3,3-dimethyl-butyryl)-benzylamine (100 mg, 0.3 mmol) in dichloromethane (6 mL) and stir overnight. Concentrate in vacuo and wash the solid obtained with diethyl ether. Suspend the solid into saturated aqueous NaHCO3 and stir for 30 min. Extract twice with dichloromethane. Dry the combined organic extracts over Na2SO4, filter and concentrate in vacuo to obtain the title compound as a yellow... Isolated yield 91.8%. Reactants: C(=O)(O)[O-].[Na+] (NaHCO3), Cl (hydrogen chloride), O1CCOCC1 (dioxane), C(C)(C)(C)OC(=O)NCC1=CC(=C(C=C1)C(CC(C)(C)C)=O)Cl (N-(tert-butoxycarbonyl)-3-chloro-4-(3,3-dimethyl-butyryl)-benzylamine). RXN SMILES: Cl.O1CCOCC1.C(OC([NH:15][CH2:16][C:17]1[CH:22]=[CH:21][C:20]([C:23](=[O:29])[CH2:24][C:25]([CH3:28])([CH3:27])[CH3:26])=[C:19]([Cl:30])[CH:18]=1)=O)(C)(C)C.C([O-])(O)=O.[Na+]>ClCCl>[Cl:30][C:19]1[CH:18]=[C:17]([CH:22]=[CH:21][C:20]=1[C:23](=[O:29])[CH2:24][C:25]([CH3:27])([CH3:26])[CH3:28])[CH2:16][NH2:15] |f:3.4|. Product: ClC=1C=C(CN)C=CC1C(CC(C)(C)C)=O (3-Chloro-4-(3,3-dimethyl-butyryl)-benzylamine). Run in ClCCl (dichloromethane).